This data is from the Open Reaction Database (ORD), a public repository of structured organic reaction records. The task is: describe an organic reaction: reactants, conditions, products, and yield Reactants: O=C(OOC(=O)c1ccccc1)c1ccccc1, CCOC(=O)c1cc(Oc2ccc(S(C)(=O)=O)cc2)c2cc(C)oc2c1, ClC(Cl)Cl, O=C1CCC(=O)N1Br. Product: CCOC(=O)c1cc(Oc2ccc(S(C)(=O)=O)cc2)c2cc(CBr)oc2c1. As a reaction SMILES: [C:35]([O:36][O:37][C:38](=[O:39])[c:40]1[cH:41][cH:42][cH:43][cH:44][cH:45]1)(=[O:46])[c:47]1[cH:48][cH:49][cH:50][cH:51][cH:52]1.[CH3:1][c:2]1[o:3][c:4]2[c:5]([cH:6]1)[c:7]([O:16][c:17]1[cH:18][cH:19][c:20]([S:23](=[O:24])(=[O:25])[CH3:26])[cH:21][cH:22]1)[cH:8][c:9]([C:11](=[O:12])[O:13][CH2:14][CH3:15])[cH:10]2.[Cl:53][CH:54]([Cl:55])[Cl:56].[O:27]=[C:28]1[N:29]([Br:34])[C:30](=[O:31])[CH2:32][CH2:33]1>>[CH2:1]([c:2]1[o:3][c:4]2[c:5]([cH:6]1)[c:7]([O:16][c:17]1[cH:18][cH:19][c:20]([S:23](=[O:24])(=[O:25])[CH3:26])[cH:21][cH:22]1)[cH:8][c:9]([C:11](=[O:12])[O:13][CH2:14][CH3:15])[cH:10]2)[Br:34]. The reactants are C(C=C)OC1=C(C=C(C=CC(=O)OCC=C)C=C1)N (Allyl 4-allyloxy-3-aminocinnamate), C(C)(=O)S[C@H]1C[C@H](N(C1)C(=O)OCC=C)C(=O)O ((2S,4S)-4-acetylthio-1-allyloxycarbonyl-2-carboxypyrrolidine), NC=1C=C(C=CC(=O)OCC=C)C=CC1 (allyl 3-aminocinnamate). Yields the product C(C)(=O)S[C@H]1C[C@H](N(C1)C(=O)OCC=C)C(NC1=CC(=CC=C1OCC=C)\C=C\C(=O)OCC=C)=O ((2S,4S)-4-acetylthio-1-allyloxycarbonyl-2-(6-allyloxy-3-(E-2-allyloxycarbonyl-1-ethenyl)phenylcarbamoyl)pyrrolidine). As a reaction SMILES: [CH2:1]([O:4][C:5]1[CH:18]=[CH:17][C:8]([CH:9]=[CH:10][C:11]([O:13][CH2:14][CH:15]=[CH2:16])=[O:12])=[CH:7][C:6]=1[NH2:19])[CH:2]=[CH2:3].[C:20]([S:23][C@@H:24]1[CH2:28][N:27]([C:29]([O:31][CH2:32][CH:33]=[CH2:34])=[O:30])[C@H:26]([C:35](O)=[O:36])[CH2:25]1)(=[O:22])[CH3:21].NC1C=C(C=CC=1)C=CC(OCC=C)=O>>[C:20]([S:23][C@@H:24]1[CH2:28][N:27]([C:29]([O:31][CH2:32][CH:33]=[CH2:34])=[O:30])[C@H:26]([C:35](=[O:36])[NH:19][C:6]2[C:5]([O:4][CH2:1][CH:2]=[CH2:3])=[CH:18][CH:17]=[C:8](/[CH:9]=[CH:10]/[C:11]([O:13][CH2:14][CH:15]=[CH2:16])=[O:12])[CH:7]=2)[CH2:25]1)(=[O:22])[CH3:21]. Procedure: Allyl 4-allyloxy-3-aminocinnamate was condensed with (2S,4S)-4-acetylthio-1-allyloxycarbonyl-2-carboxypyrrolidine by the method described in example 1 for allyl 3-aminocinnamate to give (2S,4S)-4-acetylthio-1-allyloxycarbonyl-2-(6-allyloxy-3-(E-2-allyloxycarbonyl-1-ethenyl)phenylcarbamoyl)pyrrolidine. Starting materials: ClC(Cl)Cl, CCCc1cc2c(=O)n3cc(C(N)=O)ccc3nc2s1, O=P(Cl)(Cl)Cl. Yields the product CCCc1cc2c(=O)n3cc(C#N)ccc3nc2s1. As a reaction SMILES: [CH:26]([Cl:27])([Cl:28])[Cl:29].[O:1]=[c:2]1[c:3]2[c:4]([n:5][c:6]3[n:7]1[cH:8][c:9]([C:12](=[O:13])[NH2:14])[cH:10][cH:11]3)[s:15][c:16]([CH2:18][CH2:19][CH3:20])[cH:17]2.[P:21]([Cl:22])([Cl:23])([Cl:24])=[O:25]>>[O:1]=[c:2]1[c:3]2[c:4]([n:5][c:6]3[n:7]1[cH:8][c:9]([C:12]#[N:14])[cH:10][cH:11]3)[s:15][c:16]([CH2:18][CH2:19][CH3:20])[cH:17]2. The reactants are O=C1OC(=O)c2c1ccc1ccccc21, CC(=O)O, CCOc1cc(C(N)CC#N)ccc1OC. Product: CCOc1cc(C(CC#N)N2C(=O)c3ccc4ccccc4c3C2=O)ccc1OC. Reaction SMILES: [C:1]1(=[O:15])[O:2][C:3](=[O:14])[c:4]2[c:5]1[c:6]1[cH:7][cH:8][cH:9][cH:10][c:11]1[cH:12][cH:13]2.[CH3:32][C:33](=[O:34])[OH:35].[NH2:16][CH:17]([CH2:18][C:19]#[N:20])[c:21]1[cH:22][c:23]([O:29][CH2:30][CH3:31])[c:24]([O:27][CH3:28])[cH:25][cH:26]1>>[C:1]1(=[O:15])[c:5]2[c:4]([cH:13][cH:12][c:11]3[c:6]2[cH:7][cH:8][cH:9][cH:10]3)[C:3](=[O:14])[N:16]1[CH:17]([CH2:18][C:19]#[N:20])[c:21]1[cH:22][c:23]([O:29][CH2:30][CH3:31])[c:24]([O:27][CH3:28])[cH:25][cH:26]1. The reactants are COC1=CC=C(C=C1)S(=O)(=O)CCC=O (3-[(4-methoxyphenyl)sulfonyl]propan-1-al), C(CCC)[Mg]Cl (butylmagnesium chloride), C(C)(=O)OCC (ethyl acetate), [Cl-].[NH4+] (ammonium chloride). Solvent: C1CCOC1 (THF), O (water), C1CCOC1 (THF). Run at time 3 hour. Yields the product COC1=CC=C(C=C1)S(=O)(=O)CCC(CCCC)O (1-[(4-methoxyphenyl)sulfonyl]-heptan-3-ol). RXN SMILES: [CH2:1]([Mg]Cl)[CH2:2][CH2:3][CH3:4].[CH3:7][O:8][C:9]1[CH:14]=[CH:13][C:12]([S:15]([CH2:18][CH2:19][CH:20]=[O:21])(=[O:17])=[O:16])=[CH:11][CH:10]=1.[Cl-].[NH4+].C(OCC)(=O)C>C1COCC1.O>[CH3:7][O:8][C:9]1[CH:10]=[CH:11][C:12]([S:15]([CH2:18][CH2:19][CH:20]([OH:21])[CH2:1][CH2:2][CH2:3][CH3:4])(=[O:16])=[O:17])=[CH:13][CH:14]=1 |f:2.3|. Reported procedure: Part B: To 22.3 mL (4.3 g, 37 mM) of a 2.0 M butylmagnesium chloride solution in THF at zero° C., was added 4.1 g (18 mmol) of 3-[(4-methoxyphenyl)sulfonyl]propan-1-al from Part A in 30 mL of THF. After 3 hours, the reaction mixture was cooled to zero° C. and 40 mL of saturated ammonium chloride solution was added, followed by ethyl acetate and water, the organic layer was separated and washed with 5% potassium hydrogen sulfate solution, saturated sodium bicarbonate solution and brine, dried wit...